Dataset: the Open Reaction Database (ORD), a public repository of structured organic reaction records. Task: describe an organic reaction: reactants, conditions, products, and yield The reactants are C(C)OC(=O)C1(CC1)N(S(=O)(=O)C=1C=C(C(=O)O)C=CC1)C(C)C (3-{[1-(ethoxycarbonyl)cyclopropyl](isopropyl)sulfamoyl}benzoic acid), C(C(=O)Cl)(=O)Cl (oxalyl chloride), NC=1SC2=C(C1C(=O)NC1=CC=C(C=C1)CCC1=CC=C(C(=O)OC)C=C1)CCCC2 (methyl 4-[2-(4-{[(2-amino-4,5,6,7-tetrahydro-1-benzothiophen-3-yl)carbonyl]amino}phenyl)ethyl]benzoate). Reagents/catalysts: CN(C)C=O (DMF). The solvent is ClCCl (dichloromethane), C(Cl)Cl (methylene chloride), N1=CC=CC=C1 (pyridine). Run at time 2 hour. Product: C(C)OC(=O)C1(CC1)N(S(=O)(=O)C=1C=C(C(=O)NC=2SC3=C(C2C(=O)NC2=CC=C(C=C2)CCC2=CC=C(C(=O)OC)C=C2)CCCC3)C=CC1)C(C)C (methyl 4-(2-{4-[({2-[(3-{[1-(ethoxycarbonyl)cyclopropyl](isopropyl)sulfamoyl}benzoyl)amino]-4,5,6,7-tetrahydro-1-benzothiophen-3-yl}carbonyl)amino]phenyl}ethyl)benzoate). Isolated yield 62.8%. Reaction SMILES: [CH2:1]([O:3][C:4]([C:6]1([N:9]([CH:22]([CH3:24])[CH3:23])[S:10]([C:13]2[CH:14]=[C:15]([CH:19]=[CH:20][CH:21]=2)[C:16](O)=[O:17])(=[O:12])=[O:11])[CH2:8][CH2:7]1)=[O:5])[CH3:2].C(Cl)(=O)C(Cl)=O.[NH2:31][C:32]1[S:33][C:34]2[CH2:61][CH2:60][CH2:59][CH2:58][C:35]=2[C:36]=1[C:37]([NH:39][C:40]1[CH:45]=[CH:44][C:43]([CH2:46][CH2:47][C:48]2[CH:57]=[CH:56][C:51]([C:52]([O:54][CH3:55])=[O:53])=[CH:50][CH:49]=2)=[CH:42][CH:41]=1)=[O:38]>CN(C=O)C.C(Cl)Cl.N1C=CC=CC=1>[CH2:1]([O:3][C:4]([C:6]1([N:9]([CH:22]([CH3:23])[CH3:24])[S:10]([C:13]2[CH:14]=[C:15]([CH:19]=[CH:20][CH:21]=2)[C:16]([NH:31][C:32]2[S:33][C:34]3[CH2:61][CH2:60][CH2:59][CH2:58][C:35]=3[C:36]=2[C:37]([NH:39][C:40]2[CH:41]=[CH:42][C:43]([CH2:46][CH2:47][C:48]3[CH:49]=[CH:50][C:51]([C:52]([O:54][CH3:55])=[O:53])=[CH:56][CH:57]=3)=[CH:44][CH:45]=2)=[O:38])=[O:17])(=[O:12])=[O:11])[CH2:8][CH2:7]1)=[O:5])[CH3:2]. Reported procedure: A mixture of 307 mg of 3-{[1-(ethoxycarbonyl)cyclopropyl](isopropyl)sulfamoyl}benzoic acid, 0.10 mL of oxalyl chloride, 2.5 mL of dichloromethane, and one drop of DMF was stirred at room temperature for 2 hours, and then the reaction mixture was concentrated under reduced pressure. A mixture of the obtained crude product and 2.5 mL of dichloromethane was added to a mixture of 0.050 mL of pyridine, 250 mg of methyl 4-[2-(4-{[(2-amino-4,5,6,7-tetrahydro-1-benzothiophen-3-yl)carbonyl]amino}phenyl)e... The product is O=[N+]([O-])c1cc(Br)cnc1Cl. Reactants: O=[N+]([O-])c1cc(Br)cnc1O, O=P(Cl)(Cl)Oc1ccccc1. Reaction SMILES: [Br:1][c:2]1[cH:3][c:4]([N+:9](=[O:10])[O-:11])[c:5]([OH:8])[n:6][cH:7]1.[P:12]([Cl:13])([O:14][c:15]1[cH:16][cH:17][cH:18][cH:19][cH:20]1)([Cl:21])=[O:22]>>[Br:1][c:2]1[cH:3][c:4]([N+:9](=[O:10])[O-:11])[c:5]([Cl:21])[n:6][cH:7]1. The reactants are O=C([O-])O, CC(=O)OC(C)=O, O=CO, Cl, Nc1nc(C(=NOC2CCCCC2)C(=O)O)cs1, [Na+]. The product is O=CNc1nc(C(=NOC2CCCCC2)C(=O)O)cs1. Reaction SMILES: [C:26](=[O:27])([OH:28])[O-:29].[CH3:19][C:20](=[O:21])[O:22][C:23](=[O:24])[CH3:25].[CH:32]([OH:33])=[O:34].[ClH:31].[NH2:1][c:2]1[s:3][cH:4][c:5]([C:7]([C:8](=[O:9])[OH:10])=[N:11][O:12][CH:13]2[CH2:14][CH2:15][CH2:16][CH2:17][CH2:18]2)[n:6]1.[Na+:30]>>[NH:1]([c:2]1[s:3][cH:4][c:5]([C:7]([C:8](=[O:9])[OH:10])=[N:11][O:12][CH:13]2[CH2:14][CH2:15][CH2:16][CH2:17][CH2:18]2)[n:6]1)[CH:20]=[O:21].